This data is from the Open Reaction Database (ORD), a public repository of structured organic reaction records. The task is: describe an organic reaction: reactants, conditions, products, and yield Reactants: C1(CC1)C(C)C=1C=C(C(=O)OC)C=CC1 (methyl 3-(1-cyclopropylethyl)benzoate), [H-].[Al+3].[Li+].[H-].[H-].[H-] (lithium aluminum hydride). Run in C1CCOC1 (THF). Reaction conditions: time 15 minute. The product is C1(CC1)C(C)C=1C=C(C=CC1)CO ([3-(1-cyclopropylethyl)phenyl]methanol). RXN SMILES: [CH:1]1([CH:4]([C:6]2[CH:7]=[C:8]([CH:13]=[CH:14][CH:15]=2)[C:9](OC)=[O:10])[CH3:5])[CH2:3][CH2:2]1.[H-].[Al+3].[Li+].[H-].[H-].[H-]>C1COCC1>[CH:1]1([CH:4]([C:6]2[CH:7]=[C:8]([CH2:9][OH:10])[CH:13]=[CH:14][CH:15]=2)[CH3:5])[CH2:3][CH2:2]1 |f:1.2.3.4.5.6|. Reported procedure: To a solution of methyl 3-(1-cyclopropylethyl)benzoate (0.917 g, 4.48 mmol) in THF (50 mL) was added lithium aluminum hydride (1.0 M in THF, 13.5 mL, 13.5 mmol). After stirring at rt for 15 min the reaction was cooled and quenched with water, extracted into ethyl acetate (three times) and concentrated under vacuum. Purification by silica gel chromatography (30% EtOAc/hexanes) afforded the desired product.